describe an organic reaction: reactants, conditions, products, and yield From a dataset of the Open Reaction Database (ORD), a public repository of structured organic reaction records. Reactants: [F-].[K+] (potassium fluoride), C(C(C)(C)C)(=O)OCCl (chloromethyl pivalate), C1(=CC=CC=C1)[C@H]1C[C@H](N(C1)C(=O)OCC1=CC=CC=C1)C(=O)O ((cis)-4-Phenyl-1-phenylmethoxycarbonyl-L-proline). The solvent is C(C)(=O)OCC (ethyl acetate), CN(C=O)C (dimethylformamide). Product: C1(=CC=CC=C1)[C@H]1C[C@H](N(C1)C(=O)OCC1=CC=CC=C1)C(=O)OCOC(C(C)(C)C)=O ((cis)-4-Phenyl-1-phenylmethoxycarbonyl-L-proline, (2,2-dimethyl-1-oxopropoxy)methyl ester). Isolated yield 102.2%. As a reaction SMILES: [C:1]1([C@@H:7]2[CH2:11][N:10]([C:12]([O:14][CH2:15][C:16]3[CH:21]=[CH:20][CH:19]=[CH:18][CH:17]=3)=[O:13])[C@H:9]([C:22]([OH:24])=[O:23])[CH2:8]2)[CH:6]=[CH:5][CH:4]=[CH:3][CH:2]=1.[F-].[K+].[C:27]([O:33][CH2:34]Cl)(=[O:32])[C:28]([CH3:31])([CH3:30])[CH3:29]>CN(C)C=O.C(OCC)(=O)C>[C:1]1([C@@H:7]2[CH2:11][N:10]([C:12]([O:14][CH2:15][C:16]3[CH:21]=[CH:20][CH:19]=[CH:18][CH:17]=3)=[O:13])[C@H:9]([C:22]([O:24][CH2:34][O:33][C:27](=[O:32])[C:28]([CH3:31])([CH3:30])[CH3:29])=[O:23])[CH2:8]2)[CH:2]=[CH:3][CH:4]=[CH:5][CH:6]=1 |f:1.2|. Reported procedure: (cis)-4-Phenyl-1-phenylmethoxycarbonyl-L-proline (3.52 g), dissolved in 25 ml of dry dimethylformamide, is treated with 1.61 g of anhydrous potassium fluoride and 2.0 g of chloromethyl pivalate under argon at room temperature for about 16 hours. The reaction mixture is diluted with ethyl acetate and washed with water (three times), saturated sodium bicarbonate and saturated brine. The aqueous layers are backwashed with fresh ethyl acetate. The combined organic layers are dried (MgSO4) and concen... The reactants are [Al+3], C1CCOC1, CCOC(C)=O, COC(=O)c1cc(-c2ccccc2Cl)c2c(c1)N(c1c(Cl)cccc1Cl)C(=O)NC2, Cl, [H-], [H-], [H-], [H-], [Li+]. Product: O=C1NCc2c(-c3ccccc3Cl)cc(CO)cc2N1c1c(Cl)cccc1Cl. Reaction SMILES: [Al+3:32].[CH2:44]1[O:45][CH2:46][CH2:47][CH2:48]1.[CH3:38][CH2:39][O:40][C:41](=[O:42])[CH3:43].[Cl:1][c:2]1[c:3](-[c:8]2[c:9]3[c:14]([cH:15][c:16]([C:18](=[O:19])[O:20][CH3:21])[cH:17]2)[N:13]([c:22]2[c:23]([Cl:29])[cH:24][cH:25][cH:26][c:27]2[Cl:28])[C:12](=[O:30])[NH:11][CH2:10]3)[cH:4][cH:5][cH:6][cH:7]1.[ClH:37].[H-:31].[H-:34].[H-:35].[H-:36].[Li+:33]>>[Cl:1][c:2]1[c:3](-[c:8]2[c:9]3[c:14]([cH:15][c:16]([CH2:18][OH:19])[cH:17]2)[N:13]([c:22]2[c:23]([Cl:29])[cH:24][cH:25][cH:26][c:27]2[Cl:28])[C:12](=[O:30])[NH:11][CH2:10]3)[cH:4][cH:5][cH:6][cH:7]1. The reactants are C=CCC1(c2ccc(Br)cc2)Cn2cc([N+](=O)[O-])nc2O1, CC(=O)NCC1CN(c2ccc(B3OC(C)(C)C(C)(C)O3)c(F)c2)C(=O)O1, [K+], [K+], O=C([O-])[O-], CN(C)C=O, O, c1ccc(P(c2ccccc2)(c2ccccc2)[Pd](P(c2ccccc2)(c2ccccc2)c2ccccc2)(P(c2ccccc2)(c2ccccc2)c2ccccc2)P(c2ccccc2)(c2ccccc2)c2ccccc2)cc1. Yields the product C=CCC1(c2ccc(-c3ccc(N4CC(CNC(C)=O)OC4=O)cc3F)cc2)Cn2cc([N+](=O)[O-])nc2O1. Reaction SMILES: [CH2:1]([CH:2]=[CH2:3])[C:4]1([c:15]2[cH:16][cH:17][c:18]([Br:21])[cH:19][cH:20]2)[CH2:5][n:6]2[c:7]([n:9][c:10]([N+:12](=[O:13])[O-:14])[cH:11]2)[O:8]1.[F:22][c:23]1[cH:24][c:25]([N:38]2[C:39](=[O:48])[O:40][CH:41]([CH2:43][NH:44][C:45]([CH3:46])=[O:47])[CH2:42]2)[cH:26][cH:27][c:28]1[B:29]1[O:30][C:31]([CH3:32])([CH3:33])[C:34]([CH3:35])([CH3:36])[O:37]1.[K+:49].[K+:50].[O-:51][C:52]([O-:53])=[O:54].[O:132]=[CH:133][N:134]([CH3:135])[CH3:136].[OH2:137].[cH:55]1[cH:56][cH:57][c:58]([P:59]([Pd:60]([P:61]([c:62]2[cH:63][cH:64][cH:65][cH:66][cH:67]2)([c:68]2[cH:69][cH:70][cH:71][cH:72][cH:73]2)[c:74]2[cH:75][cH:76][cH:77][cH:78][cH:79]2)([P:80]([c:81]2[cH:82][cH:83][cH:84][cH:85][cH:86]2)([c:87]2[cH:88][cH:89][cH:90][cH:91][cH:92]2)[c:93]2[cH:94][cH:95][cH:96][cH:97][cH:98]2)[P:99]([c:100]2[cH:101][cH:102][cH:103][cH:104][cH:105]2)([c:106]2[cH:107][cH:108][cH:109][cH:110][cH:111]2)[c:112]2[cH:113][cH:114][cH:115][cH:116][cH:117]2)([c:118]2[cH:119][cH:120][cH:121][cH:122][cH:123]2)[c:124]2[cH:125][cH:126][cH:127][cH:128][cH:129]2)[cH:130][cH:131]1>>[CH2:1]([CH:2]=[CH2:3])[C:4]1([c:15]2[cH:16][cH:17][c:18](-[c:28]3[c:23]([F:22])[cH:24][c:25]([N:38]4[C:39](=[O:48])[O:40][CH:41]([CH2:43][NH:44][C:45]([CH3:46])=[O:47])[CH2:42]4)[cH:26][cH:27]3)[cH:19][cH:20]2)[CH2:5][n:6]2[c:7]([n:9][c:10]([N+:12](=[O:13])[O-:14])[cH:11]2)[O:8]1. Starting materials: C(CCC)C=1NC=2C(=NC=CC2C)N1 (2-butyl-7-methylimidazo[4,5-b]pyridine), C1(=CC=CC=C1)C(N1N=NN=C1C1=C(C=CC=C1)C1=CC=C(C=C1)CBr)(C1=CC=CC=C1)C1=CC=CC=C1 (N-triphenylmethyl-5-(4'-bromomethylbiphenyl-2-yl)tetrazole), [H-].[Na+] (NaH). The product is C(CCC)C1=NC=2C(=NC=CC2C)N1CC1=CC=C(C=C1)C1=C(C=CC=C1)C1=NN=NN1C(C1=CC=CC=C1)(C1=CC=CC=C1)C1=CC=CC=C1 (2-Butyl-7-methyl-3-(2'-(N-triphenylmethyltetrazol-5-yl)biphen-4-yl)methyl-3H-imidazo[4,5-b]pyridine). RXN SMILES: [CH2:1]([C:5]1[NH:6][C:7]2[C:8]([N:14]=1)=[N:9][CH:10]=[CH:11][C:12]=2[CH3:13])[CH2:2][CH2:3][CH3:4].[C:15]1([C:21]([C:47]2[CH:52]=[CH:51][CH:50]=[CH:49][CH:48]=2)([C:41]2[CH:46]=[CH:45][CH:44]=[CH:43][CH:42]=2)[N:22]2[C:26]([C:27]3[CH:32]=[CH:31][CH:30]=[CH:29][C:28]=3[C:33]3[CH:38]=[CH:37][C:36]([CH2:39]Br)=[CH:35][CH:34]=3)=[N:25][N:24]=[N:23]2)[CH:20]=[CH:19][CH:18]=[CH:17][CH:16]=1.[H-].[Na+]>>[CH2:1]([C:5]1[N:14]([CH2:39][C:36]2[CH:35]=[CH:34][C:33]([C:28]3[CH:29]=[CH:30][CH:31]=[CH:32][C:27]=3[C:26]3[N:22]([C:21]([C:47]4[CH:52]=[CH:51][CH:50]=[CH:49][CH:48]=4)([C:41]4[CH:42]=[CH:43][CH:44]=[CH:45][CH:46]=4)[C:15]4[CH:20]=[CH:19][CH:18]=[CH:17][CH:16]=4)[N:23]=[N:24][N:25]=3)=[CH:38][CH:37]=2)[C:8]2=[N:9][CH:10]=[CH:11][C:12]([CH3:13])=[C:7]2[N:6]=1)[CH2:2][CH2:3][CH3:4] |f:2.3|. Reported procedure: 2-Butyl-7-methyl-3-(2'-(N-triphenylmethyltetrazol-5-yl)biphen-4-yl)methyl-3H-imidazo[4,5-b]pyridine was prepared according to the procedure described in Example 7, Part A from 2-butyl-7-methylimidazo[4,5-b]pyridine (28 mg, 0.148 mmol), N-triphenylmethyl-5-(4'-bromomethylbiphenyl-2-yl)tetrazole (62 mg, 0.135 mmol), and NaH (0.296 mmol). The reactants are C(C)(C)(C)ON=C1C=C(OC2=CC=C(C=C12)O)C1=CC2=C(C=N1)C=CS2 (6-hydroxy-2-thieno[3,2-c]pyridin-6-yl-chromen-4-one O-tert-butyl oxime), Cl.ClCCCC1=CC=NC=C1 (4-(3-Chloro-propyl)-pyridine hydrochloride), N1=CC=C(C=C1)CCCO (4-pyridine propanol). The product is Cl.N1=CC=C(C=C1)CCCOC=1C=C2C(C=C(OC2=CC1)C1=CC2=C(C=N1)C=CS2)=NO (6-(3-Pyridin-4-yl-propoxy)-2-thieno[3,2-c]pyridin-6-yl-chromen-4-one oxime, hydrochloride). As a reaction SMILES: C([O:5][N:6]=[C:7]1[C:16]2[C:11](=[CH:12][CH:13]=[C:14]([OH:17])[CH:15]=2)[O:10][C:9]([C:18]2[N:23]=[CH:22][C:21]3[CH:24]=[CH:25][S:26][C:20]=3[CH:19]=2)=[CH:8]1)(C)(C)C.Cl.[Cl:28][CH2:29][CH2:30][CH2:31][C:32]1[CH:37]=[CH:36][N:35]=[CH:34][CH:33]=1.N1C=CC(CCCO)=CC=1>>[ClH:28].[N:35]1[CH:36]=[CH:37][C:32]([CH2:31][CH2:30][CH2:29][O:17][C:14]2[CH:15]=[C:16]3[C:11](=[CH:12][CH:13]=2)[O:10][C:9]([C:18]2[N:23]=[CH:22][C:21]4[CH:24]=[CH:25][S:26][C:20]=4[CH:19]=2)=[CH:8][C:7]3=[N:6][OH:5])=[CH:33][CH:34]=1 |f:1.2,4.5|. Procedure details: 6-(3-Pyridin-4-yl-propoxy)-2-thieno[3,2-c]pyridin-6-yl-chromen-4-one oxime, hydrochloride was prepared in 7% overall yield using the method described in example 127, starting from 6-hydroxy-2-thieno[3,2-c]pyridin-6-yl-chromen-4-one O-tert-butyl oxime (example 127A) and 4-(3-Chloro-propyl)-pyridine hydrochloride, prepared from 4-pyridine propanol (U.S. Pat. No. 6,362,336). Starting materials: Cc1ccc(C(=O)O)o1, CO, ClC(Cl)Cl, [Na+], [Na+], O=C([O-])O, [OH-], O=S(=O)(O)O. Reaction SMILES: [CH3:1][c:2]1[cH:3][cH:4][c:5]([C:7](=[O:8])[OH:9])[o:6]1.[CH3:22][OH:23].[Cl:24][CH:25]([Cl:26])[Cl:27].[Na+:19].[Na+:21].[O-:15][C:16]([OH:17])=[O:18].[OH-:20].[S:10](=[O:11])(=[O:12])([OH:13])[OH:14]>>[CH3:1][c:2]1[cH:3][cH:4][c:5]([C:7](=[O:8])[O:9][CH3:16])[o:6]1. Yields the product COC(=O)c1ccc(C)o1. Starting materials: COC1=CC=C(C=C1)CC(=O)Cl (4-methoxyphenylacetyl chloride), COC1=CC(=CC(=C1)Cl)OC (1,3-dimethoxy-5-chlorobenzene), [Cl-].[Al+3].[Cl-].[Cl-] (aluminum chloride). Reagents/catalysts: [Cl-].[Zn+2].[Cl-] (zinc chloride). Solvent: ClCCCl (1,2-dichloroethane), ClCCCl (1,2-dichloroethane), ClCCCl (1,2-dichloroethane). Conditions: temperature -25 celsius, time 15 minute. The product is ClC1=C(C(=CC(=C1)OC)OC)C(CC1=CC=C(C=C1)OC)=O (1-(2-chloro-4,6-dimethoxyphenyl)-2-(4-methoxyphenyl)ethanone). As a reaction SMILES: [Cl-].[Al+3].[Cl-].[Cl-].[CH3:5][O:6][C:7]1[CH:12]=[C:11]([Cl:13])[CH:10]=[C:9]([O:14][CH3:15])[CH:8]=1.[CH3:16][O:17][C:18]1[CH:23]=[CH:22][C:21]([CH2:24][C:25](Cl)=[O:26])=[CH:20][CH:19]=1>ClCCCl.[Cl-].[Zn+2].[Cl-]>[Cl:13][C:11]1[CH:12]=[C:7]([O:6][CH3:5])[CH:8]=[C:9]([O:14][CH3:15])[C:10]=1[C:25](=[O:26])[CH2:24][C:21]1[CH:22]=[CH:23][C:18]([O:17][CH3:16])=[CH:19][CH:20]=1 |f:0.1.2.3,7.8.9|. Procedure: To 1,2-dichloroethane (500 mL) were added anhydrous aluminum chloride (50.5 g) and zinc chloride (5.72 g), followed by stirring for 15 min. Under ice-cooling, a solution of 1,3-dimethoxy-5-chlorobenzene (55 g) in 1,2-dichloroethane (140 mL) was added. The mixture was cooled to −25° C. and 4-methoxyphenylacetyl chloride (53.9 mL) in 1,2-dichloroethane (250 mL) was added drop-wise. The mixture was allowed to warm to room temperature and stirred for 12 h. The mixture was cooled to 0° C., quenched w... Yields the product CSc1ccc(F)c(F)c1. Starting materials: [Li]CCCC, CSSC, Fc1ccc(Br)cc1F, C1CCOC1. RXN SMILES: [CH2:1]([Li:2])[CH2:3][CH2:4][CH3:5].[CH3:15][S:16][S:17][CH3:18].[F:6][c:7]1[cH:8][c:9]([Br:14])[cH:10][cH:11][c:12]1[F:13].[O:19]1[CH2:20][CH2:21][CH2:22][CH2:23]1>>[F:6][c:7]1[cH:8][c:9]([S:16][CH3:15])[cH:10][cH:11][c:12]1[F:13]. Reactants: C(CCCCN1C(N(C(C1(C)C)=O)C1=CC(=C(C=C1)N)C(F)(F)F)=O)N1C(N(C(C1(C)C)=O)C1=CC(=C(C=C1)N)C(F)(F)F)=O (1,1′-pentane-1,5-diylbis{3-[4-amino-3-(trifluoromethyl)phenyl]-5,5-dimethylimidazolidine-2,4-dione}). Solvent: C(C)(=O)Cl (acetyl chloride). Reaction conditions: temperature 23 celsius. Product: C(CCCCN1C(N(C(C1(C)C)=O)C1=CC(=C(C=C1)NC(C)=O)C(F)(F)F)=O)N1C(N(C(C1(C)C)=O)C1=CC(=C(C=C1)NC(C)=O)C(F)(F)F)=O (N,N′-(pentane-1,5-diylbis{(4,4-dimethyl-2,5-dioxoimidazolidine-3,1-diyl)[2-(trifluoromethyl)-4,1-phenylene]})diacetamide). Isolated yield 52.0%. As a reaction SMILES: [CH2:1]([N:26]1[C:30]([CH3:32])([CH3:31])[C:29](=[O:33])[N:28]([C:34]2[CH:39]=[CH:38][C:37]([NH2:40])=[C:36]([C:41]([F:44])([F:43])[F:42])[CH:35]=2)[C:27]1=[O:45])[CH2:2][CH2:3][CH2:4][CH2:5][N:6]1[C:10]([CH3:12])([CH3:11])[C:9](=[O:13])[N:8]([C:14]2[CH:19]=[CH:18][C:17]([NH2:20])=[C:16]([C:21]([F:24])([F:23])[F:22])[CH:15]=2)[C:7]1=[O:25]>C(Cl)(=O)C>[CH2:5]([N:6]1[C:10]([CH3:12])([CH3:11])[C:9](=[O:13])[N:8]([C:14]2[CH:19]=[CH:18][C:17]([NH:20][C:29](=[O:33])[CH3:30])=[C:16]([C:21]([F:22])([F:23])[F:24])[CH:15]=2)[C:7]1=[O:25])[CH2:4][CH2:3][CH2:2][CH2:1][N:26]1[C:30]([CH3:32])([CH3:31])[C:29](=[O:33])[N:28]([C:34]2[CH:39]=[CH:38][C:37]([NH:40][C:9](=[O:13])[CH3:10])=[C:36]([C:41]([F:44])([F:43])[F:42])[CH:35]=2)[C:27]1=[O:45]. Reported procedure: The compound of Example 8 (161 mg, 0.25 mmol) is mixed under an argon atmosphere with acetyl chloride (10 ml) and stirring is maintained for 15 hours at 23° C. The reaction mixture is then evaporated to dryness (entrainment with toluene) and the residue obtained is purified on a silica column (eluent: CH2Cl2/EtOH from 99/1 to 90/10). After evaporation, the expected compound is obtained in the form of a cream coloured foam with a yield of 52%.